Dataset: the Open Reaction Database (ORD), a public repository of structured organic reaction records. Task: describe an organic reaction: reactants, conditions, products, and yield Starting materials: solution, IC (iodomethane), C(=O)([O-])[O-].[K+].[K+] (K2CO3), BrC=1C(=C(SC1Br)C(=O)OC)O (methyl 4,5-dibromo-3-hydroxythiophene-2-carboxylate). Run in CN(C)C=O (DMF), C(C)OCC (ethyl ether). Reaction conditions: time 18 hour. Product: BrC=1C(=C(SC1Br)C(=O)OC)OC (Methyl 4,5-dibromo-3-methoxythiophene-2-carboxylate). The yield is 80.0%. As a reaction SMILES: IC.[C:3]([O-])([O-])=O.[K+].[K+].[Br:9][C:10]1[C:11]([OH:20])=[C:12]([C:16]([O:18][CH3:19])=[O:17])[S:13][C:14]=1[Br:15]>CN(C=O)C.C(OCC)C>[Br:9][C:10]1[C:11]([O:20][CH3:3])=[C:12]([C:16]([O:18][CH3:19])=[O:17])[S:13][C:14]=1[Br:15] |f:1.2.3|. Reported procedure: 9.97 ml of a solution of iodomethane and then 29.44 g of K2CO3 are added, dropwise, to a solution of 34.35 g of methyl 4,5-dibromo-3-hydroxythiophene-2-carboxylate in 150 ml of DMF and the mixture is left to stir for 18 hours at AT. After cooling, the reaction mixture is diluted in 100 ml of ethyl ether and filtered, and the filtrate is concentrated under vacuum. The reaction crude is purified by silica gel chromatography, elution being carried out with heptane and then with a heptane/EtOAc mixt... As a reaction SMILES: C([O:3][C:4]([C:6]1[N:11]2[N:12]=[C:13]([NH:15][C:16]([NH:18][CH2:19][CH3:20])=[O:17])[N:14]=[C:10]2[CH:9]=[C:8]([C:21]2[CH:22]=[N:23][CH:24]=[N:25][CH:26]=2)[CH:7]=1)=O)C.[CH2:27]([NH2:29])[CH3:28]>CC(N(C)C)=O>[CH2:27]([NH:29][C:4]([C:6]1[N:11]2[N:12]=[C:13]([NH:15][C:16]([NH:18][CH2:19][CH3:20])=[O:17])[N:14]=[C:10]2[CH:9]=[C:8]([C:21]2[CH:22]=[N:23][CH:24]=[N:25][CH:26]=2)[CH:7]=1)=[O:3])[CH3:28]. Reaction conditions: temperature 60 celsius. The product is C(C)NC(=O)C1=CC(=CC=2N1N=C(N2)NC(=O)NCC)C=2C=NC=NC2 (N-Ethyl-2-{[(ethylamino)carbonyl]amino}-7-pyrimidin-5-yl[1,2,4]triazolo[1,5-a]pyridine-5-carboxamide). The solvent is CC(=O)N(C)C (dimethylacetamide). Procedure details: A slurry of the product of Step 1 (0.268 g, 0.754 mmol) in dimethylacetamide (10 mL) was treated with ethylamine (2 mL, 30.6 mmol) then heated to 60° C. in a sealed tube for 16 h. The precipitate was filtered, washed with dimethylacetamide and then water, to give title compound as a solid; m.p. 317-321° C. ACPI-MS Found: [M+H]+=355. The reactants are C(C)OC(=O)C1=CC(=CC=2N1N=C(N2)NC(=O)NCC)C=2C=NC=NC2 (2-(3-ethyl-ureido)-7-pyrimidin-5-yl-[1,2,4]triazolo[1,5-a]pyridine-5-carboxylic acid ethyl ester), C(C)N (ethylamine). Starting materials: COC(=O)C1=Cc2cc(-c3ccc(C(C)(C)C)cc3)ccc2S(=O)(=O)CC1, COCCOC, Cl. The product is CC(C)(C)c1ccc(-c2ccc3c(c2)C=C(C(=O)O)CCS3(=O)=O)cc1. Reaction SMILES: [C:1]([CH3:2])([CH3:3])([CH3:4])[c:5]1[cH:6][cH:7][c:8](-[c:11]2[cH:12][cH:13][c:14]3[c:15]([cH:27]2)[CH:16]=[C:17]([C:23](=[O:24])[O:25][CH3:26])[CH2:18][CH2:19][S:20]3(=[O:21])=[O:22])[cH:9][cH:10]1.[CH3:29][O:30][CH2:31][CH2:32][O:33][CH3:34].[ClH:28]>>[C:1]([CH3:2])([CH3:3])([CH3:4])[c:5]1[cH:6][cH:7][c:8](-[c:11]2[cH:12][cH:13][c:14]3[c:15]([cH:27]2)[CH:16]=[C:17]([C:23](=[O:24])[OH:25])[CH2:18][CH2:19][S:20]3(=[O:21])=[O:22])[cH:9][cH:10]1. Starting materials: hydroxymethyl, ClCC1=NC=CC(=C1)OC (2-chloromethyl-4-methoxypyridine), ClC1=CC=CC(=N1)CCl (6-Chloro-2-chloromethylpyridine), C1(=CC=CC=C1)P(C1=CC=CC=C1)C1=CC=CC=C1 (triphenylphosphine). Solvent: C1(=CC=CC=C1)C (toluene). Yields the product [Cl-].COC1=CC(=NC=C1)C[P+](C1=CC=CC=C1)(C1=CC=CC=C1)C1=CC=CC=C1 (4-Methoxypyridin-2-ylmethyltriphenylphosphonium chloride). As a reaction SMILES: [Cl:1][CH2:2][C:3]1[CH:8]=[C:7]([O:9][CH3:10])[CH:6]=[CH:5][N:4]=1.ClC1N=C(CCl)C=CC=1.[C:20]1([P:26]([C:33]2[CH:38]=[CH:37][CH:36]=[CH:35][CH:34]=2)[C:27]2[CH:32]=[CH:31][CH:30]=[CH:29][CH:28]=2)[CH:25]=[CH:24][CH:23]=[CH:22][CH:21]=1>C1(C)C=CC=CC=1>[Cl-:1].[CH3:10][O:9][C:7]1[CH:6]=[CH:5][N:4]=[C:3]([CH2:2][P+:26]([C:27]2[CH:28]=[CH:29][CH:30]=[CH:31][CH:32]=2)([C:33]2[CH:38]=[CH:37][CH:36]=[CH:35][CH:34]=2)[C:20]2[CH:21]=[CH:22][CH:23]=[CH:24][CH:25]=2)[CH:8]=1 |f:4.5|. Procedure: The hydroxymethyl compound obtained above was converted to 2-chloromethyl-4-methoxypyridine by the method of Part (iv), above, to provide 0.895 g (5.68 mmole). This was reacted with an equimolar amount of triphenylphosphine in toluene (10 ml) at reflux for 20 hours. The precipitated product was filtered to give 860 mg of the title compound as a yellow solid.